This data is from the Open Reaction Database (ORD), a public repository of structured organic reaction records. The task is: describe an organic reaction: reactants, conditions, products, and yield Reactants: CNOC, ClC(Cl)Cl, Cl, O=C(Cl)CCc1ccc(C(F)(F)F)cc1, c1ccncc1. Yields the product CON(C)C(=O)CCc1ccc(C(F)(F)F)cc1. As a reaction SMILES: [CH3:17][NH:18][O:19][CH3:20].[CH:27]([Cl:28])([Cl:29])[Cl:30].[ClH:16].[F:1][C:2]([c:3]1[cH:4][cH:5][c:6]([CH2:9][CH2:10][C:11](=[O:12])[Cl:13])[cH:7][cH:8]1)([F:14])[F:15].[cH:21]1[cH:22][cH:23][n:24][cH:25][cH:26]1>>[F:1][C:2]([c:3]1[cH:4][cH:5][c:6]([CH2:9][CH2:10][C:11](=[O:12])[N:18]([CH3:17])[O:19][CH3:20])[cH:7][cH:8]1)([F:14])[F:15].